Dataset: the Open Reaction Database (ORD), a public repository of structured organic reaction records. Task: describe an organic reaction: reactants, conditions, products, and yield The reactants are CCOC(=O)CCCCCCCn1c(C)nc(-c2ccccc2)c1-c1ccccc1, [Na+], [OH-]. Yields the product Cc1nc(-c2ccccc2)c(-c2ccccc2)n1CCCCCCCC(=O)O. Reaction SMILES: [CH2:1]([CH3:2])[O:3][C:4](=[O:5])[CH2:6][CH2:7][CH2:8][CH2:9][CH2:10][CH2:11][CH2:12][n:13]1[c:14]([CH3:30])[n:15][c:16](-[c:24]2[cH:25][cH:26][cH:27][cH:28][cH:29]2)[c:17]1-[c:18]1[cH:19][cH:20][cH:21][cH:22][cH:23]1.[Na+:32].[OH-:31]>>[O:3]=[C:4]([OH:5])[CH2:6][CH2:7][CH2:8][CH2:9][CH2:10][CH2:11][CH2:12][n:13]1[c:14]([CH3:30])[n:15][c:16](-[c:24]2[cH:25][cH:26][cH:27][cH:28][cH:29]2)[c:17]1-[c:18]1[cH:19][cH:20][cH:21][cH:22][cH:23]1. Starting materials: C1OC=2C=C(CCN)C=CC2OC1 (3,4-ethylenedioxyphenethylamine), ClC=1C2=C(N=C(N1)C1=CC=NC=C1)SC(=C2C)C (4-chloro-2-(pyridin-4-yl)-5,6-dimethyl-thieno-[2,3-d]-pyrimidine). Reported procedure: With the procedure of Example 1, the reaction of 3,4-ethylenedioxyphenethylamine with 4-chloro-2-(pyridin-4-yl)-5,6-dimethyl-thieno-[2,3-d]-pyrimidine yields 2-(pyridin-4-yl)-4-(3,4-ethylenedioxyphenethylamino)-5,6-dimethyl-thieno-[2,3-d]-pyrimidine. The product is N1=CC=C(C=C1)C=1N=C(C2=C(N1)SC(=C2C)C)NCCC2=CC1=C(C=C2)OCCO1 (2-(pyridin-4-yl)-4-(3,4-ethylenedioxyphenethylamino)-5,6-dimethyl-thieno-[2,3-d]-pyrimidine). RXN SMILES: [CH2:1]1[CH2:13][O:12][C:11]2[CH:10]=[CH:9][C:5]([CH2:6][CH2:7][NH2:8])=[CH:4][C:3]=2[O:2]1.Cl[C:15]1[C:16]2[C:29]([CH3:30])=[C:28]([CH3:31])[S:27][C:17]=2[N:18]=[C:19]([C:21]2[CH:26]=[CH:25][N:24]=[CH:23][CH:22]=2)[N:20]=1>>[N:24]1[CH:23]=[CH:22][C:21]([C:19]2[N:20]=[C:15]([NH:8][CH2:7][CH2:6][C:5]3[CH:9]=[CH:10][C:11]4[O:12][CH2:13][CH2:1][O:2][C:3]=4[CH:4]=3)[C:16]3[C:29]([CH3:30])=[C:28]([CH3:31])[S:27][C:17]=3[N:18]=2)=[CH:26][CH:25]=1. The reactants are ClC=1C=C2C=C(C=NC2=CC1)C(=O)OCC (Ethyl 6-chloroquinoline-3-carboxylate), [OH-].[Na+] (sodium hydroxide). The solvent is O1CCOCC1 (dioxane). The product is ClC=1C=C2C=C(C=NC2=CC1)C(=O)O (6-chloroquinoline-3-carboxylic acid). The yield is 82.7%. RXN SMILES: [Cl:1][C:2]1[CH:3]=[C:4]2[C:9](=[CH:10][CH:11]=1)[N:8]=[CH:7][C:6]([C:12]([O:14]CC)=[O:13])=[CH:5]2.[OH-].[Na+]>O1CCOCC1>[Cl:1][C:2]1[CH:3]=[C:4]2[C:9](=[CH:10][CH:11]=1)[N:8]=[CH:7][C:6]([C:12]([OH:14])=[O:13])=[CH:5]2 |f:1.2|. Reported procedure: Ethyl 6-chloroquinoline-3-carboxylate (0.19 g, 0.81 mmol) was saponified by treatment with dioxane (10 ml) and 10% aqueous sodium hydroxide (10 ml) at reflux for 3 hours. The dioxane was removed under vacuo; the aqueous solution remaining was acidified with HCl. The precipitated product was collected and washed with water to isolate 6-chloroquinoline-3-carboxylic acid as an off-white solid (0.14 g, 0.67 mmol). 1H NMR [(CD3OD), 300 MHz]: δ 9.35 (s, 1H), 8.95 (s, 1H), 8.17 (s, 1H), 8.1 (d, 2H), 7.... Reactants: N(=C=O)C1=C(C=CC(=C1)N=C=O)C (2,4-diisocyanatotoluene), N(=C=O)C1=C(C(=CC=C1)N=C=O)C (2,6-diisocyanatotoluene), C1(=CC=CC=C1)C (toluene). Yields the product C1=CC=C(C=C1)C(N=C=O)N=C=O (toluylene diisocyanate). As a reaction SMILES: [N:1](C1C=C(N=C=O)C=CC=1C)=[C:2]=[O:3].[N:14](C1C=CC=C(N=C=O)C=1C)=[C:15]=[O:16].[C:27]1([CH3:33])[CH:32]=[CH:31][CH:30]=[CH:29][CH:28]=1>>[CH:30]1[CH:31]=[CH:32][C:27]([CH:33]([N:14]=[C:15]=[O:16])[N:1]=[C:2]=[O:3])=[CH:28][CH:29]=1. Reported procedure: The partially capped toluylene diisocyanate was prepared by reacting a technical grade mixture of 1.05 kg of 2,4-diisocyanatotoluene (6 mol) and 260 g of 2,6-diisocyanatotoluene (1.5 mol) with 1.03 kg of dibutylanine (8 mol) at 50° C. in 600 g of toluene